From a dataset of the Open Reaction Database (ORD), a public repository of structured organic reaction records. describe an organic reaction: reactants, conditions, products, and yield Yields the product CC(=O)Nc1nc2ccc(-c3nnc(NS(=O)(=O)c4ccc(F)cc4)o3)cc2s1. Reaction SMILES: [CH3:27][C:28](=[O:29])[O:30][C:31]([CH3:32])=[O:33].[CH3:34][N:35]([c:36]1[cH:37][cH:38][n:39][cH:40][cH:41]1)[CH3:42].[NH2:1][c:2]1[s:3][c:4]2[c:5]([n:6]1)[cH:7][cH:8][c:9](-[c:11]1[n:12][n:13][c:14]([NH:16][S:17](=[O:18])(=[O:19])[c:20]3[cH:21][cH:22][c:23]([F:26])[cH:24][cH:25]3)[o:15]1)[cH:10]2.[cH:43]1[cH:44][cH:45][n:46][cH:47][cH:48]1>>[NH:1]([c:2]1[s:3][c:4]2[c:5]([n:6]1)[cH:7][cH:8][c:9](-[c:11]1[n:12][n:13][c:14]([NH:16][S:17](=[O:18])(=[O:19])[c:20]3[cH:21][cH:22][c:23]([F:26])[cH:24][cH:25]3)[o:15]1)[cH:10]2)[C:28]([CH3:27])=[O:29]. The reactants are CC(=O)OC(C)=O, CN(C)c1ccncc1, Nc1nc2ccc(-c3nnc(NS(=O)(=O)c4ccc(F)cc4)o3)cc2s1, c1ccncc1. Yields the product CN1CCC(O)(c2ccc3[nH]ccc3c2)CC1. Reactants: Brc1ccc2[nH]ccc2c1, [Li]C(C)(C)C, C1CCOC1, CN1CCC(=O)CC1, CCCCC, CCOC(C)=O, [KH]. Reaction SMILES: [Br:1][c:2]1[cH:3][c:4]2[cH:5][cH:6][nH:7][c:8]2[cH:9][cH:10]1.[C:12]([Li:13])([CH3:14])([CH3:15])[CH3:16].[CH2:25]1[O:26][CH2:27][CH2:28][CH2:29]1.[CH3:17][N:18]1[CH2:19][CH2:20][C:21](=[O:24])[CH2:22][CH2:23]1.[CH3:30][CH2:31][CH2:32][CH2:33][CH3:34].[CH3:35][CH2:36][O:37][C:38](=[O:39])[CH3:40].[KH:11]>>[c:2]1([C:21]2([OH:24])[CH2:20][CH2:19][N:18]([CH3:17])[CH2:23][CH2:22]2)[cH:3][c:4]2[cH:5][cH:6][nH:7][c:8]2[cH:9][cH:10]1. Starting materials: N1=CC=CC=C1 (pyridine), C(CC(O)(C(=O)O)CC(=O)O)(=O)O (citric acid), NC1=CC=C2CC3=C(N(N=C3C(C(C(=O)NC3=CC=CC=C3)C#N)=O)C3=CC=CC=C3)C2=C1 (3-(7-Amino-1,4-dihydro-1-phenyl-indeno[1,2-c]pyrazol-3-yl) -2-cyano-3-oxo-N-phenyl-propanamide), ethyl oxalyl chloride. Run in CN(C=O)C (dimethylformamide), ice water. Run at time 6 hour. Product: C(#N)C(C(=O)NC1=CC=CC=C1)C(=O)C=1C2=C(N(N1)C1=CC=CC=C1)C1=CC(=CC=C1C2)NC(=O)C(=O)OCC (2-cyano-3-(7-ethoxalylamino -1,4-dihydro-1-phenyl-indeno[1,2-c]pyrazol-3-yl) -3-oxo-N-phenyl-propanamide). RXN SMILES: [NH2:1][C:2]1[CH:33]=[C:32]2[C:5]([CH2:6][C:7]3[C:11]([C:12](=[O:25])[CH:13]([C:23]#[N:24])[C:14]([NH:16][C:17]4[CH:22]=[CH:21][CH:20]=[CH:19][CH:18]=4)=[O:15])=[N:10][N:9]([C:26]4[CH:31]=[CH:30][CH:29]=[CH:28][CH:27]=4)[C:8]=32)=[CH:4][CH:3]=1.N1[CH:39]=[CH:38]C=CC=1.C(O)(=O)C[C:42](CC(O)=O)([C:44]([OH:46])=[O:45])[OH:43]>CN(C)C=O>[C:23]([CH:13]([C:12]([C:11]1[C:7]2[CH2:6][C:5]3[C:32](=[CH:33][C:2]([NH:1][C:42]([C:44]([O:46][CH2:38][CH3:39])=[O:45])=[O:43])=[CH:3][CH:4]=3)[C:8]=2[N:9]([C:26]2[CH:31]=[CH:30][CH:29]=[CH:28][CH:27]=2)[N:10]=1)=[O:25])[C:14]([NH:16][C:17]1[CH:22]=[CH:21][CH:20]=[CH:19][CH:18]=1)=[O:15])#[N:24]. Procedure details: 3-(7-Amino-1,4-dihydro-1-phenyl-indeno[1,2-c]pyrazol-3-yl) -2-cyano-3-oxo-N-phenyl-propanamide (1.1 g) dissolved in anhydrous dimethylformamide (70 ml) containing pyridine (1 ml) is reacted with ethyl oxalyl chloride (0.7 g) under stirring at room temperature for 6 hours. The reaction mixture is diluted with ice water and acidified to pH 4 with citric acid. The precipitate is filtered and washed with water. Crystallization from CHCl3 /ethanol yields 1.1 g of 2-cyano-3-(7-ethoxalylamino -1,4-dihy...